From a dataset of the Open Reaction Database (ORD), a public repository of structured organic reaction records. describe an organic reaction: reactants, conditions, products, and yield Reactants: CC(C)(C)[Si](C)(C)C#Cc1cc(C(N)=O)c([N+](=O)[O-])s1, CO. Yields the product CC(C)(C)[Si](C)(C)C#Cc1cc(C(N)=O)c(N)s1. Reaction SMILES: [C:1]([CH3:2])([CH3:3])([CH3:4])[Si:5]([CH3:6])([CH3:7])[C:8]#[C:9][c:10]1[cH:11][c:12]([C:18](=[O:19])[NH2:20])[c:13]([N+:15]([O-:16])=[O:17])[s:14]1.[CH3:21][OH:22]>>[C:1]([CH3:2])([CH3:3])([CH3:4])[Si:5]([CH3:6])([CH3:7])[C:8]#[C:9][c:10]1[cH:11][c:12]([C:18](=[O:19])[NH2:20])[c:13]([NH2:15])[s:14]1. Starting materials: BrCC1CCOCC1, O=C([O-])[O-], CCC(C)COc1nc(N)c2nc(OC)[nH]c2n1, CCOC(C)=O, [K+], [K+], CN(C)C=O. The product is CCC(C)COc1nc(N)c2nc(OC)n(CC3CCOCC3)c2n1. RXN SMILES: [Br:25][CH2:26][CH:27]1[CH2:28][CH2:29][O:30][CH2:31][CH2:32]1.[C:19](=[O:20])([O-:21])[O-:22].[CH3:1][CH:2]([CH2:3][O:4][c:5]1[n:6][c:7]([NH2:16])[c:8]2[n:9][c:10]([O:14][CH3:15])[nH:11][c:12]2[n:13]1)[CH2:17][CH3:18].[CH3:38][CH2:39][O:40][C:41]([CH3:42])=[O:43].[K+:23].[K+:24].[O:33]=[CH:34][N:35]([CH3:36])[CH3:37]>>[CH3:1][CH:2]([CH2:3][O:4][c:5]1[n:6][c:7]([NH2:16])[c:8]2[n:9][c:10]([O:14][CH3:15])[n:11]([CH2:26][CH:27]3[CH2:28][CH2:29][O:30][CH2:31][CH2:32]3)[c:12]2[n:13]1)[CH2:17][CH3:18]. Reactants: BrC1=CC=C2C=NNC2=C1 (6-bromo-1H-indazole), BrC1=CC=C2C=NNC2=C1 (6-bromo-1H-indazole), C(CCC)[Sn](C=C)(CCCC)CCCC (tributyl(vinyl)tin), C(CCC)[Sn](C=C)(CCCC)CCCC (tributyl(vinyl)tin). The reagents and catalysts are Cl[Pd]([P](C1=CC=CC=C1)(C2=CC=CC=C2)C3=CC=CC=C3)([P](C4=CC=CC=C4)(C5=CC=CC=C5)C6=CC=CC=C6)Cl (PdCl2(PPh3)2), Cl[Pd]([P](C1=CC=CC=C1)(C2=CC=CC=C2)C3=CC=CC=C3)([P](C4=CC=CC=C4)(C5=CC=CC=C5)C6=CC=CC=C6)Cl (PdCl2(PPh3)2). The solvent is C1(=CC=CC=C1)C (toluene), COCCOC (1,2-dimethoxyethane), C(C)(=O)OCC (ethyl acetate). Run at time 1 hour. The product is C(=C)C1=CC=C2C=NNC2=C1 (6-vinyl-1H-indazole). Isolated yield 79.6%. As a reaction SMILES: Br[C:2]1[CH:10]=[C:9]2[C:5]([CH:6]=[N:7][NH:8]2)=[CH:4][CH:3]=1.[CH2:11]([Sn](CCCC)(CCCC)C=C)[CH2:12]CC>C1(C)C=CC=CC=1.COCCOC.C(OCC)(=O)C.Cl[Pd](Cl)([P](C1C=CC=CC=1)(C1C=CC=CC=1)C1C=CC=CC=1)[P](C1C=CC=CC=1)(C1C=CC=CC=1)C1C=CC=CC=1>[CH:11]([C:2]1[CH:10]=[C:9]2[C:5]([CH:6]=[N:7][NH:8]2)=[CH:4][CH:3]=1)=[CH2:12] |^1:47,66|. Procedure: To a suspension of 6-bromo-1H-indazole (600 mg, 3.05 mmol) in toluene (18 ml) and 1,2-dimethoxyethane (6 ml) were added tributyl(vinyl)tin (1.33 ml, 4.57 mmol) and PdCl2(PPh3)2 (214 mg, 0.31 mmol). The reaction was purged with argon then heated at reflux for 3 h. Additional tributyl(vinyl)tin (0.66 ml, 2.28 mmol) and PdCl2(PPh3)2 (107 mg, 0.15 mmol) were added and heating was continued for 1 h. The same reaction was performed on an additional batch of 6-bromo-1H-indazole (200 mg, 1.02 mmol) and ... The reactants are ClCC1=CC=C(C=C1)C1=NC(=NO1)C=1C=CC(=NC1)N1CCN(CC1)C(C)C (1-(5-(5-(4-chloromethylphenyl)[1,2,4]oxadiazol-3-yl)pyridine-2-yl)-4-isopropylpiperazine), N1CCC(C(=O)N)CC1 (isonipecotamide). The product is Cl.Cl.C(C)(C)N1CCN(CC1)C1=CC=C(C=N1)C1=NOC(=N1)C1=CC=C(CN2CCC(CC2)C(=O)N)C=C1 (1-(4-{3-[6-(4-Isopropylpiperazin-1-yl)pyridin-3-yl][1,2,4]oxadiazol-5-yl}benzyl)piperidine-4-carboxylic acid amide, dihydrochloride). RXN SMILES: [Cl:1][CH2:2][C:3]1[CH:8]=[CH:7][C:6]([C:9]2[O:13][N:12]=[C:11]([C:14]3[CH:15]=[CH:16][C:17]([N:20]4[CH2:25][CH2:24][N:23]([CH:26]([CH3:28])[CH3:27])[CH2:22][CH2:21]4)=[N:18][CH:19]=3)[N:10]=2)=[CH:5][CH:4]=1.[NH:29]1[CH2:37][CH2:36][CH:32]([C:33]([NH2:35])=[O:34])[CH2:31][CH2:30]1>>[ClH:1].[ClH:1].[CH:26]([N:23]1[CH2:24][CH2:25][N:20]([C:17]2[N:18]=[CH:19][C:14]([C:11]3[N:10]=[C:9]([C:6]4[CH:5]=[CH:4][C:3]([CH2:2][N:29]5[CH2:37][CH2:36][CH:32]([C:33]([NH2:35])=[O:34])[CH2:31][CH2:30]5)=[CH:8][CH:7]=4)[O:13][N:12]=3)=[CH:15][CH:16]=2)[CH2:21][CH2:22]1)([CH3:28])[CH3:27] |f:2.3.4|. Procedure: The title compound was prepared by a similar procedure to that described in Example 44, starting from 1-(5-(5-(4-chloromethylphenyl)[1,2,4]oxadiazol-3-yl)pyridine-2-yl)-4-isopropylpiperazine and isonipecotamide.